From a dataset of the Open Reaction Database (ORD), a public repository of structured organic reaction records. describe an organic reaction: reactants, conditions, products, and yield The reactants are C(C)(C)(C)OC(COC1=C(C=C(C=C1)N)C#N)=O (t-Butyl(4-amino-2-cyanophenoxy)acetate), C(O)([O-])=O.[Na+] (sodium hydrogen carbonate), ClC(=O)OCC1=CC=CC=C1 (benzyl chloroformate). The solvent is O1CCCC1 (tetrahydrofuran). Conditions: time 1 hour. Yields the product C(C)(C)(C)OC(COC1=C(C=C(C=C1)NC(=O)OCC1=CC=CC=C1)C#N)=O (t-butyl(4-benzyloxycarbonylamino-2-cyanophenoxy)acetate). The yield is 81.5%. As a reaction SMILES: [C:1]([O:5][C:6](=[O:18])[CH2:7][O:8][C:9]1[CH:14]=[CH:13][C:12]([NH2:15])=[CH:11][C:10]=1[C:16]#[N:17])([CH3:4])([CH3:3])[CH3:2].C(=O)([O-])O.[Na+].Cl[C:25]([O:27][CH2:28][C:29]1[CH:34]=[CH:33][CH:32]=[CH:31][CH:30]=1)=[O:26]>O1CCCC1>[C:1]([O:5][C:6](=[O:18])[CH2:7][O:8][C:9]1[CH:14]=[CH:13][C:12]([NH:15][C:25]([O:27][CH2:28][C:29]2[CH:34]=[CH:33][CH:32]=[CH:31][CH:30]=2)=[O:26])=[CH:11][C:10]=1[C:16]#[N:17])([CH3:4])([CH3:2])[CH3:3] |f:1.2|. Procedure: t-Butyl(4-amino-2-cyanophenoxy)acetate (430 mg) obtained in Reference Example 50(1) is dissolved in tetrahydrofuran (10 ml), is added saturated sodium hydrogen carbonate solution (10 ml), and then is added benzyl chloroformate (355 mg) under ice-cooling. Under ice-cooling, the reaction solution is stirred for 1 hour and extracted with ethyl acetate. The organic layer is washed with saturated brine, dried over sodium sulfate, evaporated to remove the solvent under reduced pressure. The resulting ... The reactants are C1(CC1)C(C)N1C(C(=C(C(=C1)C1=NN(C=C1)C)OC)C#N)=O (1-(1-cyclopropylethyl)-4-methoxy-5-(1-methyl-1H-pyrazol-3-yl)-2-oxo-1,2-dihydropyridine-3-carbonitrile), O.NN (hydrazine monohydrate). The solvent is C(C)O (ethanol). Conditions: temperature 90 celsius, time 1 hour. The product is NC1=NNC2=C1C(N(C=C2C2=NN(C=C2)C)C(C)C2CC2)=O (3-amino-5-(1-cyclopropylethyl)-7-(1-methyl-1H-pyrazol-3-yl)-1,5-dihydro-4H-pyrazolo[4,3-c]pyridin-4-one). Isolated yield 59.1%. Reaction SMILES: [CH:1]1([CH:4]([N:6]2[CH:11]=[C:10]([C:12]3[CH:16]=[CH:15][N:14]([CH3:17])[N:13]=3)[C:9](OC)=[C:8]([C:20]#[N:21])[C:7]2=[O:22])[CH3:5])[CH2:3][CH2:2]1.O.[NH2:24][NH2:25]>C(O)C>[NH2:21][C:20]1[C:8]2[C:7](=[O:22])[N:6]([CH:4]([CH:1]3[CH2:3][CH2:2]3)[CH3:5])[CH:11]=[C:10]([C:12]3[CH:16]=[CH:15][N:14]([CH3:17])[N:13]=3)[C:9]=2[NH:25][N:24]=1 |f:1.2|. Procedure details: A mixture of 1-(1-cyclopropylethyl)-4-methoxy-5-(1-methyl-1H-pyrazol-3-yl)-2-oxo-1,2-dihydropyridine-3-carbonitrile obtained in Step C of Example 163 (22 mg), hydrazine monohydrate (18 mg) and ethanol (2 mL) was stirred at 90° C. for 1 hr. The reaction mixture was cooled to room temperature, and the solvent was evaporated under reduced pressure. The residue was purified by silica gel column chromatography (basic silica gel, hexane/ethyl acetate). The residue was crystallized from ethyl acetate/h...